From a dataset of the Open Reaction Database (ORD), a public repository of structured organic reaction records. describe an organic reaction: reactants, conditions, products, and yield Starting materials: [Li]CCCC (n-BuLi), CN1N=C(C=C1N)C (1,3-dimethyl-1H-pyrazol-5-amine), C(=O)=O (dry ice), BrC1=CC(=C(C=C1)C1C2=C(NC(CC1)=O)N(N=C2C)C)C (4-(4-bromo-2-methylphenyl)-1,3-dimethyl-4,5,6,8-tetrahydropyrazolo[3,4-b]azepin-7(1H)-one), BrC1=CC(=C(C=O)C=C1)C (4-bromo-2-methylbenzaldehyde), C(=O)=O (CO2). Solvent: C1CCOC1 (THF). Reaction conditions: temperature -78 celsius, time 10 minute. The product is CN1N=C(C2=C1NCCCC2C2=C(C=C(C(=O)O)C=C2)C)C (4-(1,3-dimethyl-1,4,5,6,7,8-hexahydropyrazolo[3,4-b]azepin-4-yl)-3-methylbenzoic acid), solid. Isolated yield 53.0%. Reaction SMILES: Br[C:2]1[CH:7]=[CH:6][C:5]([CH:8]2[CH2:14][CH2:13][C:12](=O)[NH:11][C:10]3[N:16]([CH3:20])[N:17]=[C:18]([CH3:19])[C:9]2=3)=[C:4]([CH3:21])[CH:3]=1.BrC1C=CC(C=O)=C(C)C=1.CN1C(N)=CC(C)=N1.[Li]CCCC.[C:45](=[O:47])=[O:46]>C1COCC1>[CH3:20][N:16]1[C:10]2[NH:11][CH2:12][CH2:13][CH2:14][CH:8]([C:5]3[CH:6]=[CH:7][C:2]([C:45]([OH:47])=[O:46])=[CH:3][C:4]=3[CH3:21])[C:9]=2[C:18]([CH3:19])=[N:17]1. Reported procedure: A solution of 4-(4-bromo-2-methylphenyl)-1,3-dimethyl-4,5,6,8-tetrahydropyrazolo[3,4-b]azepin-7(1H)-one (0.143 g, 0.41 mmol, prepared using W from 4-bromo-2-methylbenzaldehyde (Ark Pharm, Inc), X from 1,3-dimethyl-1H-pyrazol-5-amine, Y, Z, then AA) in dry THF (20 mL) was cooled to about −78° C. under nitrogen. A solution of n-BuLi (0.66 mL, 1.64 mmol) (2.5M in THF) was added dropwise maintaining the reaction temperature below about −70° C. The mixture was stirred for about an additional 10 min a... The reactants are C(C)OC(=O)C=1C(=C2C(=C(N1)Br)SN=C2C2=C(C=CC=C2)F)O (7-bromo-3-(2-fluoro-phenyl)-4-hydroxy-isothiazolo[5,4-c]pyridine-5-carboxylic acid ethyl ester), O(C1=CC=CC=C1)C1=CC=C(C=C1)B(O)O (4-phenoxyphenylboronic acid). Product: C(C)OC(=O)C=1C(=C2C(=C(N1)C1=CC=C(C=C1)OC1=CC=CC=C1)SN=C2C2=C(C=CC=C2)F)O (3-(2-Fluoro-phenyl)-4-hydroxy-7-(4-phenoxy-phenyl)-isothiazolo[5,4-c]pyridine-5-carboxylic acid ethyl ester). As a reaction SMILES: [CH2:1]([O:3][C:4]([C:6]1[C:7]([OH:23])=[C:8]2[C:15]([C:16]3[CH:21]=[CH:20][CH:19]=[CH:18][C:17]=3[F:22])=[N:14][S:13][C:9]2=[C:10](Br)[N:11]=1)=[O:5])[CH3:2].[O:24]([C:31]1[CH:36]=[CH:35][C:34](B(O)O)=[CH:33][CH:32]=1)[C:25]1[CH:30]=[CH:29][CH:28]=[CH:27][CH:26]=1>>[CH2:1]([O:3][C:4]([C:6]1[C:7]([OH:23])=[C:8]2[C:15]([C:16]3[CH:21]=[CH:20][CH:19]=[CH:18][C:17]=3[F:22])=[N:14][S:13][C:9]2=[C:10]([C:34]2[CH:35]=[CH:36][C:31]([O:24][C:25]3[CH:30]=[CH:29][CH:28]=[CH:27][CH:26]=3)=[CH:32][CH:33]=2)[N:11]=1)=[O:5])[CH3:2]. Reported procedure: The title compound was synthesized in analogy Example 1 from 7-bromo-3-(2-fluoro-phenyl)-4-hydroxy-isothiazolo[5,4-c]pyridine-5-carboxylic acid ethyl ester and 4-phenoxyphenylboronic acid: MS (m/z) 487.1 (M+1).